From a dataset of the Open Reaction Database (ORD), a public repository of structured organic reaction records. describe an organic reaction: reactants, conditions, products, and yield The solvent is CO (methanol). The product is BrC1=CC=C(C=C1)SSC1=CC=C(C=C1)Br (4-Bromophenyl Disulfide). As a reaction SMILES: [Br:1][C:2]1[CH:7]=[CH:6][C:5]([SH:8])=[CH:4][CH:3]=1.II>CO>[Br:1][C:2]1[CH:7]=[CH:6][C:5]([S:8][S:8][C:5]2[CH:6]=[CH:7][C:2]([Br:1])=[CH:3][CH:4]=2)=[CH:4][CH:3]=1. Reported procedure: 4-Bromobenzene thiol (25.0 g, 132 mmol) and methanol (250 mL, Fisher Scientific) were added to a 500 mL round bottom flask containing a Teflon coated stir bar. Excess elemental iodine (36 g, 140 mmol) was added in 2 g portions directly to the rapidly stirred thiol solution, precipitating the disulfide. The reaction was complete when the dark color of iodine persisted. The reaction mixture was added to 250 mL of water, which was then carefully neutralized with solid sodium bicarbonate then with s... Reactants: II (iodine), thiol, BrC1=CC=C(C=C1)S (4-Bromobenzene thiol).